From a dataset of the Open Reaction Database (ORD), a public repository of structured organic reaction records. describe an organic reaction: reactants, conditions, products, and yield The reactants are N(=O)OCCC(C)C (Isoamyl nitrite), Cl (HCl), C(C)(C)(C)C=1C=C2CCC(C2=CC1)=O (5-tert-butyl-indan-1-one). The solvent is CO (methanol). Reaction conditions: time 44 hour. The product is C(C)(C)(C)C=1C=C2CC(C(C2=CC1)=O)=NO (5-tert-Butyl-indan-1,2-dione 2-oxime). Isolated yield 137.7%. RXN SMILES: [C:1]([C:5]1[CH:6]=[C:7]2[C:11](=[CH:12][CH:13]=1)[C:10](=[O:14])[CH2:9][CH2:8]2)([CH3:4])([CH3:3])[CH3:2].[N:15](OCCC(C)C)=[O:16].Cl>CO>[C:1]([C:5]1[CH:6]=[C:7]2[C:11](=[CH:12][CH:13]=1)[C:10](=[O:14])[C:9](=[N:15][OH:16])[CH2:8]2)([CH3:4])([CH3:2])[CH3:3]. Reported procedure: 5-tert-butyl-indan-1-one (9.39 g, 39 mmol) was dissolved in 150 ml methanol. Isoamyl nitrite (5 g, 43 mmol) and conc. HCl (5 ml) were added, and the reaction stirred at ambient temperature for 44 hours. The solvents were removed under vacuum to give 11.67 grams of crude product which was used without further purification. 1H NMR (300 MHz, CDCl3) 7.82 (d, 1H), 7.51 (s, 1H), 7.49 (d, 1H), 3.83 (s, 2H), 3.50 (s, 1H, OH) 1.34 (s, 9H). MS (CSI) m/e 218 (M+H)+, 235 (m+NH4)+